This data is from the Open Reaction Database (ORD), a public repository of structured organic reaction records. The task is: describe an organic reaction: reactants, conditions, products, and yield The reactants are OC=1C=CC=2C3=C(NC2C1)C(=CC(=N3)C3=CC=CC=C3)C(=O)N (7-hydroxy-2-phenyl-5H-pyrido[3,2-b]indole-4-carboxamide), CN(CCO)C (2-(dimethylamino)ethanol). Product: CN(CCOC=1C=CC=2C3=C(NC2C1)C(=CC(=N3)C3=CC=CC=C3)C(=O)N)C (7-(2-(Dimethylamino)ethoxy)-2-phenyl-5H-pyrido[3,2-b]indole-4-carboxamide). As a reaction SMILES: [OH:1][C:2]1[CH:3]=[CH:4][C:5]2[C:6]3[N:14]=[C:13]([C:15]4[CH:20]=[CH:19][CH:18]=[CH:17][CH:16]=4)[CH:12]=[C:11]([C:21]([NH2:23])=[O:22])[C:7]=3[NH:8][C:9]=2[CH:10]=1.[CH3:24][N:25]([CH3:29])[CH2:26][CH2:27]O>>[CH3:24][N:25]([CH3:29])[CH2:26][CH2:27][O:1][C:2]1[CH:3]=[CH:4][C:5]2[C:6]3[N:14]=[C:13]([C:15]4[CH:20]=[CH:19][CH:18]=[CH:17][CH:16]=4)[CH:12]=[C:11]([C:21]([NH2:23])=[O:22])[C:7]=3[NH:8][C:9]=2[CH:10]=1. Reported procedure: This was similarly prepared from 7-hydroxy-2-phenyl-5H-pyrido[3,2-b]indole-4-carboxamide and 2-(dimethylamino)ethanol. MS (ESI) m/z 375.1 (M+H). 1H NMR (500 MHz, MeOD) δ ppm 8.25-8.33 (1H, m), 8.16 (1H, s), 8.08-8.13 (2H, m), 7.53 (2H, t, J=7.78 Hz), 7.44 (1H, t, J=7.32 Hz), 7.20 (1H, d, J=2.14 Hz), 6.98 (1H, dd, J=8.85, 2.14 Hz), 4.30 (2H, t, J=5.34 Hz), 3.01 (2H, t, J=5.34 Hz), 2.52 (6H, s). Reactants: BrC1=CC=C(C=C1)[C@@H](CC(=O)N(C)OC)C1=C(C=C(C=C1)Cl)C ((R)-3-(4-bromo-phenyl)-3-(4-chloro-2-methyl-phenyl)-N-methoxy-N-methyl-propionamide), CC1=NC=CC=C1 (2-methyl-pyridine). The product is BrC1=CC=C(C=C1)[C@@H](CC(CC1=NC=CC=C1)=O)C1=C(C=C(C=C1)Cl)C ((R)-4-(4-Bromo-phenyl)-4-(4-chloro-2-methyl-phenyl)-1-pyridin-2-yl-butan-2-one). As a reaction SMILES: [Br:1][C:2]1[CH:7]=[CH:6][C:5]([C@H:8]([C:16]2[CH:21]=[CH:20][C:19]([Cl:22])=[CH:18][C:17]=2[CH3:23])[CH2:9][C:10](N(OC)C)=[O:11])=[CH:4][CH:3]=1.[CH3:24][C:25]1[CH:30]=[CH:29][CH:28]=[CH:27][N:26]=1>>[Br:1][C:2]1[CH:7]=[CH:6][C:5]([C@H:8]([C:16]2[CH:21]=[CH:20][C:19]([Cl:22])=[CH:18][C:17]=2[CH3:23])[CH2:9][C:10](=[O:11])[CH2:24][C:25]2[CH:30]=[CH:29][CH:28]=[CH:27][N:26]=2)=[CH:4][CH:3]=1. Procedure details: In analogy to example 261, step 1, from (R)-3-(4-bromo-phenyl)-3-(4-chloro-2-methyl-phenyl)-N-methoxy-N-methyl-propionamide and 2-methyl-pyridine was prepared the title compound as a yellow oil, MS (ESI+): m/z=430.0 ([M+H]+, 1Br). Reactants: C[S+](C)(C)=O, CS(C)=O, O=C(C=Cc1ccc(OC(F)(F)C(F)Cl)cc1)C1(Cl)CC1, [H-], [I-], [Na+], C1CCOC1, O. The product is FC(Cl)C(F)(F)Oc1ccc(C=CC2(C3(Cl)CC3)CO2)cc1. RXN SMILES: [CH3:2][S+:3]([CH3:4])([CH3:5])=[O:6].[CH3:35][S:36](=[O:37])[CH3:38].[Cl:14][CH:15]([C:16]([O:17][c:18]1[cH:19][cH:20][c:21]([CH:24]=[CH:25][C:26](=[O:27])[C:28]2([Cl:31])[CH2:29][CH2:30]2)[cH:22][cH:23]1)([F:32])[F:33])[F:34].[H-:7].[I-:1].[Na+:8].[O:9]1[CH2:10][CH2:13][CH2:12][CH2:11]1.[OH2:39]>>[CH2:10]1[C:26]([CH:25]=[CH:24][c:21]2[cH:20][cH:19][c:18]([O:17][C:16]([CH:15]([Cl:14])[F:34])([F:32])[F:33])[cH:23][cH:22]2)([C:28]2([Cl:31])[CH2:29][CH2:30]2)[O:27]1. Starting materials: ClC=1N=NC(=CC1)N1CCC(CC1)OC1=C(C=CC=C1)C(F)(F)F (3-chloro-6-{4-[2-(trifluoromethyl)phenoxy]piperidin-1-yl}pyridazine), CC(=O)[O-].[K+] (KOAc). Solvent: CC(=O)O.O (AcOH H2O). Reaction conditions: time 3 hour. Product: FC(C1=C(OC2CCN(CC2)C2=CC=C(N=N2)O)C=CC=C1)(F)F (6-{4-[2-(Trifluoromethyl)phenoxy]piperidin-1-yl}pyridazin-3-ol). Reaction SMILES: Cl[C:2]1[N:3]=[N:4][C:5]([N:8]2[CH2:13][CH2:12][CH:11]([O:14][C:15]3[CH:20]=[CH:19][CH:18]=[CH:17][C:16]=3[C:21]([F:24])([F:23])[F:22])[CH2:10][CH2:9]2)=[CH:6][CH:7]=1.CC([O-])=[O:27].[K+]>CC(O)=O.O>[F:22][C:21]([F:24])([F:23])[C:16]1[CH:17]=[CH:18][CH:19]=[CH:20][C:15]=1[O:14][CH:11]1[CH2:12][CH2:13][N:8]([C:5]2[N:4]=[N:3][C:2]([OH:27])=[CH:7][CH:6]=2)[CH2:9][CH2:10]1 |f:1.2,3.4|. Reported procedure: A solution of 3-chloro-6-{4-[2-(trifluoromethyl)phenoxy]piperidin-1-yl}pyridazine (100 mg, 0.28 mmol) and KOAc (55 mg, 0.56 mmol) in AcOH/H2O (1:1, 2 mL) was heated at 150° C. After 3 h, the solvent was evaporated and the mixture diluted with water (2 mL), extracted with (3×2 mL) EtOAc and dried over Na2SO4. Evaporation of the solvent followed by purification Combiflash chromatography (SiO2, eluant 5% MeOH/EtOAc) afforded the desired product. 1H NMR (500 MHz, acetone-d6): δ 1.86-1.93 (m, 2H), 2.... The reactants are C(#N)C1=NN(C(=C1C#N)N)C(=O)N (3-cyano-4-cyano-5-amino-1H-pyrazole-1-carboxamide). Solvent: O (water). Product: C(#N)C1=NNC(=C1C#N)N (3-cyano-5-amino-1H-pyrazole-4-carbonitrile). Isolated yield 87.8%. As a reaction SMILES: [C:1]([C:3]1[C:7]([C:8]#[N:9])=[C:6]([NH2:10])[N:5](C(N)=O)[N:4]=1)#[N:2]>O>[C:1]([C:3]1[C:7]([C:8]#[N:9])=[C:6]([NH2:10])[NH:5][N:4]=1)#[N:2]. Reported procedure: 3-cyano-4-cyano-5-amino-1H-pyrazole-1-carboxamide (15.6 g, 0.089 mol) was added in small protions to boiling water (150 ml). Upon completion of the addition, the reaction mixture was stirred at reflux for 5 minutes, cooled and a solid was collected by filtration. The solid was washed with water and air dried to afford 10.4 g (88%) of 3-cyano-5-amino-1H-pyrazole-4-carbonitrile, m.p. 260° C. (dec.). Reactants: CC(C)(C)OC(=O)N1CCC(Oc2ccc([N+](=O)[O-])cn2)CC1, CCO. Yields the product CC(C)(C)OC(=O)N1CCC(Oc2ccc(N)cn2)CC1. RXN SMILES: [C:1]([CH3:2])([CH3:3])([CH3:4])[O:5][C:6](=[O:7])[N:8]1[CH2:9][CH2:10][CH:11]([O:14][c:15]2[n:16][cH:17][c:18]([N+:21]([O-:22])=[O:23])[cH:19][cH:20]2)[CH2:12][CH2:13]1.[CH3:24][CH2:25][OH:26]>>[C:1]([CH3:2])([CH3:3])([CH3:4])[O:5][C:6](=[O:7])[N:8]1[CH2:9][CH2:10][CH:11]([O:14][c:15]2[n:16][cH:17][c:18]([NH2:21])[cH:19][cH:20]2)[CH2:12][CH2:13]1.